Dataset: the Open Reaction Database (ORD), a public repository of structured organic reaction records. Task: describe an organic reaction: reactants, conditions, products, and yield RXN SMILES: [CH3:1][C:2]1([CH3:32])[C:6]([CH3:8])([CH3:7])[O:5][B:4]([C:9]2[CH:22]=[CH:21][C:20]3[C:19]4[C:14](=[CH:15][C:16]([B:23]5[O:27][C:26]([CH3:29])([CH3:28])[C:25]([CH3:31])([CH3:30])[O:24]5)=[CH:17][CH:18]=4)C[CH2:12][C:11]=3[CH:10]=2)[O:3]1.BrC1C=CC2C3C(=CC(Br)=CC=3)CC=2C=1>>[CH3:1][C:2]1([CH3:32])[C:6]([CH3:8])([CH3:7])[O:5][B:4]([C:9]2[CH:22]=[CH:21][C:20]3[C:19]4[C:14](=[CH:15][C:16]([B:23]5[O:27][C:26]([CH3:29])([CH3:28])[C:25]([CH3:30])([CH3:31])[O:24]5)=[CH:17][CH:18]=4)[CH2:12][C:11]=3[CH:10]=2)[O:3]1. Starting materials: CC1(OB(OC1(C)C)C1=CC=2CCC3=CC(=CC=C3C2C=C1)B1OC(C(O1)(C)C)(C)C)C (4,4,5,5-tetramethyl-2-[7-(4,4,5,5-tetramethyl-[1,3,2]dioxaborolan-2-yl)-9,10-dihydro-phenanthren-2-yl]-[1,3,2]dioxaborolane), BrC1=CC=2CC3=CC(=CC=C3C2C=C1)Br (2,7-dibromofluorene). Procedure details: Followed the procedure used to prepare 4,4,5,5-tetramethyl-2-[7-(4,4,5,5-tetramethyl-[1,3,2]dioxaborolan-2-yl)-9,10-dihydro-phenanthren-2-yl]-[1,3,2]dioxaborolane, except that 2,7-dibromofluorene was used instead of 2,7-dibromo-9,10-dihydro-phenanthrene. 1H-NMR (300 MHz, CDCl3) δ 8.01 (s, 2H), 7.84 (s, 4H), 3.90 (s, 2H), 1.38 (s, 24H). The product is CC1(OB(OC1(C)C)C1=CC=2CC3=CC(=CC=C3C2C=C1)B1OC(C(O1)(C)C)(C)C)C (4,4,5,5-Tetramethyl-2-[7-(4,4,5,5-tetramethyl-[1,3,2]dioxaborolan-2-yl)-9H-fluoren-2-yl]-[1,3,2]dioxaborolane). Reactants: C(C(C)C)(=O)O (isobutyric acid), C[Al](C)C (trimethylaluminum). Solvent: C(Cl)Cl (methylene chloride). Product: C(C(C)C)(=O)[O-].C(C(C)C)(=O)[O-].C[Al+2] (methylaluminum bis(isobutyrate)). Reaction SMILES: [C:1]([OH:6])(=[O:5])[CH:2]([CH3:4])[CH3:3].[CH3:7][Al:8](C)C>C(Cl)Cl>[C:1]([O-:6])(=[O:5])[CH:2]([CH3:4])[CH3:3].[C:1]([O-:6])(=[O:5])[CH:2]([CH3:4])[CH3:3].[CH3:7][Al+2:8] |f:3.4.5|. Procedure: In a sufficiently dried egg-plant type flask provided with a stirrer was charged 0.176 g (2 mmol) of sufficiently purified isobutyric acid, which was sufficiently dried. After completion of the drying, 3.3 ml of methylene chloride was added thereto. Then, under nitrogen atmosphere, 0.9 ml (1 mmol) of trimethylaluminum was slowly added dropwise with ice-cooling and stirring, and the mixture was mixed in the dark at room temperature for 1 hour to obtain a methylene chloride solution of methylalumi...